This data is from the Open Reaction Database (ORD), a public repository of structured organic reaction records. The task is: describe an organic reaction: reactants, conditions, products, and yield The reactants are CN(C)C=O, [Na+], [OH-], O=[N+]([O-])c1ccc2nc(-c3ccccc3)cc(O)c2c1, O=P(Cl)(Cl)Cl. The product is O=[N+]([O-])c1ccc2nc(-c3ccccc3)cc(Cl)c2c1. Reaction SMILES: [CH3:28][N:29]([CH3:30])[CH:31]=[O:32].[Na+:27].[OH-:26].[OH:1][c:2]1[cH:3][c:4](-[c:15]2[cH:16][cH:17][cH:18][cH:19][cH:20]2)[n:5][c:6]2[cH:7][cH:8][c:9]([N+:12](=[O:13])[O-:14])[cH:10][c:11]12.[P:21]([Cl:22])([Cl:23])([Cl:24])=[O:25]>>[c:2]1([Cl:23])[cH:3][c:4](-[c:15]2[cH:16][cH:17][cH:18][cH:19][cH:20]2)[n:5][c:6]2[cH:7][cH:8][c:9]([N+:12](=[O:13])[O-:14])[cH:10][c:11]12. Starting materials: OC=C1C(C2=CC=C(C=C2C1)OC)=O (2-hydroxymethylene-5-methoxy-1-indanone), N(N)CC(C)O ((RS)-1-hydrazino-2-propanol), O (water), C1(=CC=CC=C1)C (toluene). The reagents and catalysts are C1(=CC=C(C=C1)S(=O)(=O)O)C (p-toluenesulfonic acid). The product is COC=1C=C2C=C3N(N=CC3=C2CC1)CC(C)O ((RS)-1-(6-methoxy-1,4-dihydro-indeno[2,1-c]-pyrazol-1-yl)-propan-2-ol). Yield: 97.0%. RXN SMILES: OC=[C:3]1[CH2:11][C:10]2[C:5](=[CH:6][CH:7]=[C:8]([O:12][CH3:13])[CH:9]=2)[C:4]1=O.[NH:15]([CH2:17][CH:18]([OH:20])[CH3:19])[NH2:16].O.[C:22]1(C)C=CC=CC=1>C1(C)C=CC(S(O)(=O)=O)=CC=1>[CH3:13][O:12][C:8]1[CH:9]=[C:10]2[C:5]([CH2:6][CH:7]=1)=[C:4]1[C:3]([N:15]([CH2:17][CH:18]([OH:20])[CH3:19])[N:16]=[CH:22]1)=[CH:11]2. Procedure: A solution of 1.4 g (7.36 mmol) of 2-hydroxymethylene-5-methoxy-1-indanone, 0.8 g (8.83 mmol) of (RS)-1-hydrazino-2-propanol and 100 mg of p-toluenesulfonic acid in 100 ml of anhydrous toluene was heated on a water separator for 1.5 hours. After concentration in a vacuum, the reaction mixture was purified by column chromatography on silica gel (ethyl acetate/hexane 4:1). 1.74 g (97%) of (RS)-1-(6-methoxy-1,4-dihydro-indeno[2,1-c]-pyrazol-1-yl)-propan-2-ol were obtained as a yellow oil which was ... Reactants: C(C)(C)(C)OC(=O)N1CCN(CC1)C1=C(C=C(C=C1)Br)C1CCC(CC1)(C)C (4-[4-bromo-2-(4,4-dimethylcyclohexyl)phenyl]piperazine-1-carboxylic acid t-butyl ester), C[C@@H]1CNC[C@@H](O1)C (cis-2,6-dimethylmorpholine), CC(C)([O-])C.[Na+] (sodium t-butoxide), F[B-](F)(F)F.C(C)(C)(C)[PH+](C(C)(C)C)C(C)(C)C (tri-t-butylphosphonium tetrafluoroborate). Reagents/catalysts: C(C)(=O)[O-].[Pd+2].C(C)(=O)[O-] (palladium(II) acetate). Solvent: C=1(C(=CC=CC1)C)C (xylene). Run at temperature 100 celsius, time 2 hour. Product: C(C)(C)(C)OC(=O)N1CCN(CC1)C1=C(C=C(C=C1)N1C[C@H](O[C@H](C1)C)C)C1CCC(CC1)(C)C (cis-4-[2-(4,4-Dimethylcyclohexyl)-4-(2,6-dimethylmorpholin-4-yl)phenyl]piperazine-1-carboxylic acid t-butyl ester). The yield is 86.1%. As a reaction SMILES: [C:1]([O:5][C:6]([N:8]1[CH2:13][CH2:12][N:11]([C:14]2[CH:19]=[CH:18][C:17](Br)=[CH:16][C:15]=2[CH:21]2[CH2:26][CH2:25][C:24]([CH3:28])([CH3:27])[CH2:23][CH2:22]2)[CH2:10][CH2:9]1)=[O:7])([CH3:4])([CH3:3])[CH3:2].[CH3:29][C@H:30]1[O:35][C@@H:34]([CH3:36])[CH2:33][NH:32][CH2:31]1.CC(C)([O-])C.[Na+].F[B-](F)(F)F.C([PH+](C(C)(C)C)C(C)(C)C)(C)(C)C>C([O-])(=O)C.[Pd+2].C([O-])(=O)C.C1(C)C(C)=CC=CC=1>[C:1]([O:5][C:6]([N:8]1[CH2:13][CH2:12][N:11]([C:14]2[CH:19]=[CH:18][C:17]([N:32]3[CH2:31][C@H:30]([CH3:29])[O:35][C@H:34]([CH3:36])[CH2:33]3)=[CH:16][C:15]=2[CH:21]2[CH2:26][CH2:25][C:24]([CH3:28])([CH3:27])[CH2:23][CH2:22]2)[CH2:10][CH2:9]1)=[O:7])([CH3:4])([CH3:3])[CH3:2] |f:2.3,4.5,6.7.8|. Procedure details: A mixture of the 4-[4-bromo-2-(4,4-dimethylcyclohexyl)phenyl]piperazine-1-carboxylic acid t-butyl ester (700 mg, 1.55 mmol) produced in Example (3e), cis-2,6-dimethylmorpholine (268 mg, 2.33 mmol), sodium t-butoxide (372 mg, 3.88 mmol), palladium(II) acetate (35 mg, 0.155 mmol), tri-t-butylphosphonium tetrafluoroborate (135 mg, 0.465 mmol) and xylene (7 mL) was stirred for 2 hours at an external temperature of 100° C. under a nitrogen atmosphere. The reaction mixture was air-cooled to room tempe... Reactants: C(C)(C)(C)OC(=O)N[C@H](C(=O)OC=1C=CC2=C(SC(=C2OC2=CC=C(C=C2)\C=C\C(=O)OC(C)(C)C)C2=C(C=CC=C2)C(C)C)C1)C(C)C ((S,E)-3-(4-(3-(tert-butoxy)-3-oxoprop-1-en-1-yl)phenoxy)-2-(2-isopropylphenyl)benzo[b]thiophen-6-yl 2-((tert-butoxycarbonyl)amino)-3-methylbutanoate), Cl (HCl). Yields the product Cl.N[C@H](C(=O)OC=1C=CC2=C(SC(=C2OC2=CC=C(C=C2)/C=C/C(=O)O)C2=C(C=CC=C2)C(C)C)C1)C(C)C ((S,E)-3-(4-((6-((2-amino-3-methylbutanoyl)oxy)-2-(2-isopropylphenyl)benzo[b]thiophen-3-yl)oxy)phenyl)acrylic acid hydrochloride). Isolated yield 85.0%. RXN SMILES: C(OC([NH:8][C@@H:9]([CH:47]([CH3:49])[CH3:48])[C:10]([O:12][C:13]1[CH:14]=[CH:15][C:16]2[C:20]([O:21][C:22]3[CH:27]=[CH:26][C:25](/[CH:28]=[CH:29]/[C:30]([O:32]C(C)(C)C)=[O:31])=[CH:24][CH:23]=3)=[C:19]([C:37]3[CH:42]=[CH:41][CH:40]=[CH:39][C:38]=3[CH:43]([CH3:45])[CH3:44])[S:18][C:17]=2[CH:46]=1)=[O:11])=O)(C)(C)C.[ClH:50]>>[ClH:50].[NH2:8][C@@H:9]([CH:47]([CH3:49])[CH3:48])[C:10]([O:12][C:13]1[CH:14]=[CH:15][C:16]2[C:20]([O:21][C:22]3[CH:23]=[CH:24][C:25](/[CH:28]=[CH:29]/[C:30]([OH:32])=[O:31])=[CH:26][CH:27]=3)=[C:19]([C:37]3[CH:42]=[CH:41][CH:40]=[CH:39][C:38]=3[CH:43]([CH3:44])[CH3:45])[S:18][C:17]=2[CH:46]=1)=[O:11] |f:2.3|. Procedure: A solution of (S,E)-3-(4-(3-(tert-butoxy)-3-oxoprop-1-en-1-yl)phenoxy)-2-(2-isopropylphenyl)benzo[b]thiophen-6-yl 2-((tert-butoxycarbonyl)amino)-3-methylbutanoate (106.8 mg, 0.156 mmol) in HCl (2.0 mL, 4N in 1,4-dioxane) was stirred at room temperature for 18 hours after which time the mixture was concentrated in vacuo to remove HCl and 1,4-dioxane. The resulting crude material was then triturated with heptane (2×) to obtain (S,E)-3-(4-((6-((2-amino-3-methylbutanoyl)oxy)-2-(2-isopropylphenyl)ben... Starting materials: COC(CCC1=CC(=CC=C1)CNCC1=CC=C(C=C1)N1N=CC=C1)=O (3-{3-[(4-pyrazol-1-yl-benzylamino)-methyl]-phenyl}-propionic acid methyl ester), Cl.N1=CC(=CC=C1)S(=O)(=O)Cl (pyridine-3-sulfonyl chloride hydrochloride). Run in C(C)N(CC)CC (triethylamine). Product: COC(CCC1=CC(=CC=C1)CN(S(=O)(=O)C=1C=NC=CC1)CC1=CC=C(C=C1)N1N=CC=C1)=O (3-(3-{[(4-Pyrazol-1-yl-benzyl)-(pyridine-3-sulfonyl)-amino]-methyl}-phenyl)propionic acid methyl ester). RXN SMILES: [CH3:1][O:2][C:3](=[O:26])[CH2:4][CH2:5][C:6]1[CH:11]=[CH:10][CH:9]=[C:8]([CH2:12][NH:13][CH2:14][C:15]2[CH:20]=[CH:19][C:18]([N:21]3[CH:25]=[CH:24][CH:23]=[N:22]3)=[CH:17][CH:16]=2)[CH:7]=1.Cl.[N:28]1[CH:33]=[CH:32][CH:31]=[C:30]([S:34](Cl)(=[O:36])=[O:35])[CH:29]=1>C(N(CC)CC)C>[CH3:1][O:2][C:3](=[O:26])[CH2:4][CH2:5][C:6]1[CH:11]=[CH:10][CH:9]=[C:8]([CH2:12][N:13]([CH2:14][C:15]2[CH:20]=[CH:19][C:18]([N:21]3[CH:25]=[CH:24][CH:23]=[N:22]3)=[CH:17][CH:16]=2)[S:34]([C:30]2[CH:29]=[N:28][CH:33]=[CH:32][CH:31]=2)(=[O:36])=[O:35])[CH:7]=1 |f:1.2|. Procedure details: The title compound of Step B was prepared from 3-{3-[(4-pyrazol-1-yl-benzylamino)-methyl]-phenyl}-propionic acid methyl ester, of Step A, and pyridine-3-sulfonyl chloride hydrochloride, of Preparation 2, following the method described in Example 1, Step B using triethylamine in place of N,N-diisopropylethylamine. 1H NMR (400 MHz, CDCl3) δ 9.03 (s, 1H), 8.77 (d, 1H), 8.04 (m, 1H), 7.87 (d, 1H), 7.68 (d, 1H), 7.54 (m, 2H), 7.42 (m, 1H), 7.14 (m, 3H), 7.07 (m, 1H), 6.88 (d, 1H), 6.83 (s, 1H), 6.44 ... Starting materials: IC (iodomethane), C(CCC)[Li] (n-butyllithium), CCCCCC (hexane), C(#N)CC=1C(=NC=CC1)C#N (3-(cyanomethyl)pyridine-2-carbonitrile). The solvent is O1CCCC1 (tetrahydrofuran), O1CCCC1 (tetrahydrofuran), O (water). Reaction conditions: time 30 minute. Product: C(#N)C(C)C=1C(=NC=CC1)C#N (3-(1-cyanoethyl)pyridine-2-carbonitrile). The yield is 88.0%. RXN SMILES: [C:1]([CH2:3][C:4]1[C:5]([C:10]#[N:11])=[N:6][CH:7]=[CH:8][CH:9]=1)#[N:2].[CH2:12]([Li])CCC.CCCCCC.IC>O1CCCC1.O>[C:1]([CH:3]([C:4]1[C:5]([C:10]#[N:11])=[N:6][CH:7]=[CH:8][CH:9]=1)[CH3:12])#[N:2]. Procedure details: To a solution of 3-(cyanomethyl)pyridine-2-carbonitrile (synthesized by the method of Synthesis 1973, 47, 530 mg, 3.70 mmol) in tetrahydrofuran (14 mL) was added dropwise a solution of 1.65 mol/L n-butyllithium in hexane (2.60 mL, 4.29 mmol) at −78° C. under argon atmosphere. The mixture was stirred at the same temperature for 30 minutes, and then thereto was added dropwise iodomethane (300 μL, 4.81 mmol) in tetrahydrofuran (7 mL). The mixture was stirred at the same temperature for 1 hour. The ... The reactants are [Si](C)(C)(C(C)(C)C)Cl (tert-Butyldimethylsilyl chloride), N12CCCCCC2=NCCC1 (1,8-diazabicyclo[5.4.0]undec-7-ene), NCCCO (3-amino-1-propanol). The solvent is ClCCl (dichloromethane). Conditions: time 6 hour. The product is O([Si](C)(C)C(C)(C)C)CCCN (3-tert-Butyldimethylsiloxy-1-propylamine). Reaction SMILES: [Si:1](Cl)([C:4]([CH3:7])([CH3:6])[CH3:5])([CH3:3])[CH3:2].N12CCCN=C1CCCCC2.[NH2:20][CH2:21][CH2:22][CH2:23][OH:24]>ClCCl>[O:24]([CH2:23][CH2:22][CH2:21][NH2:20])[Si:1]([C:4]([CH3:7])([CH3:6])[CH3:5])([CH3:3])[CH3:2]. Reported procedure: tert-Butyldimethylsilyl chloride (14.7 g, 97.5 mmol), followed by 1,8-diazabicyclo[5.4.0]undec-7-ene (14.6 ml, 97.5 mmol) was added to a solution 3-amino-1-propanol (7.45 ml, 97.5 mmol) in dichloromethane (100 ml) at 0° C. under argon. After 6 hours stirring at room temperature, the mixture was quenched with water and washed successively with 10% hydrochloric acid, saturated sodium bicarbonate solution and brine. Evaporation of the dried (magnesium sulfate) organic phase gave the title amine. 1 ...